Dataset: the Open Reaction Database (ORD), a public repository of structured organic reaction records. Task: describe an organic reaction: reactants, conditions, products, and yield Starting materials: [OH-].[Na+] (sodium hydroxide), IC1=CC=C(C=C1)O (4-iodophenol), ClCCOCCCl (1,5-dichloro-3-oxapentane). Solvent: C(CCC)O (n-butanol), C(CCC)O (n-butanol). The product is IC1=CC=C(OCCOCC)C=C1 (4-iodophenoxy-3-oxapentane). As a reaction SMILES: [OH-].[Na+].[I:3][C:4]1[CH:9]=[CH:8][C:7]([OH:10])=[CH:6][CH:5]=1.Cl[CH2:12][CH2:13][O:14][CH2:15][CH2:16]Cl>C(O)CCC>[I:3][C:4]1[CH:9]=[CH:8][C:7]([O:10][CH2:12][CH2:13][O:14][CH2:15][CH3:16])=[CH:6][CH:5]=1 |f:0.1|. Reported procedure: A mixture prepared by adding 3.08 g of sodium hydroxide and 40 ml of n-butanol to 15.4 g of 4-iodophenol was refluxed. 2 ml of n-butanol solution of 5.01 g of 1,5-dichloro-3-oxapentane was added dropwise to the above prepared mixture over a period of 5 minutes. Starting materials: C(C)N(CC)S(F)(F)F ((diethylamino)sulfur trifluoride), C(C)(=O)N[C@@H]1[C@@H](OCC=C)O[C@@H]([C@]([C@@]1(O)C(C1=CC=CC=C1)=O)(O)C(C1=CC=CC=C1)=O)CO (allyl 2-acetamido-3,4-di-benzoyl-2-deoxy-α-D-mannopyranoside). The solvent is C[O-].[Na+] (sodium methoxide), CO (methanol), COCCOCCOC (diglyme), COCCOCCOC (diglyme). Run at temperature 40 celsius, time 3 hour. The product is C(C)(=O)N[C@@H]1[C@@H](OCC=C)O[C@@H]([C@H]([C@@H]1O)O)CF (allyl 2-acetamido-2,6-dideoxy-6-fluoro-α-D-mannopyranoside). Yield: 99.0%. Reaction SMILES: C(N(S(F)(F)[F:7])CC)C.[C:10]([NH:13][C@H:14]1[C@@:23](C(=O)C2C=CC=CC=2)([OH:24])[C@:22](C(=O)C2C=CC=CC=2)([OH:33])[C@@H:21]([CH2:42]O)[O:20][C@@H:15]1[O:16][CH2:17][CH:18]=[CH2:19])(=[O:12])[CH3:11]>COCCOCCOC.C[O-].[Na+].CO>[C:10]([NH:13][C@H:14]1[C@@H:23]([OH:24])[C@H:22]([OH:33])[C@@H:21]([CH2:42][F:7])[O:20][C@@H:15]1[O:16][CH2:17][CH:18]=[CH2:19])(=[O:12])[CH3:11] |f:3.4|. Procedure details: To a stirred solution of (diethylamino)sulfur trifluoride (0.5 mL) in dry diglyme (2mL) was added a solution of allyl 2-acetamido-3,4-di-benzoyl-2-deoxy-α-D-mannopyranoside, prepared as described above, (100 mg) in dry diglyme (3 mL) at room temperature, and the reaction mixture was stirred for one hour at room temperature and three hours at 40° C. After the starting material was consumed, the reaction mixture was poured onto ice-water and extracted with ethyl acetate. The extract was dried, con...